This data is from the Open Reaction Database (ORD), a public repository of structured organic reaction records. The task is: describe an organic reaction: reactants, conditions, products, and yield Reactants: O=C([O-])O, COc1cc(Nc2c(C#N)cnc3cc(-c4csc(C5OCCO5)c4)sc23)c(Cl)cc1Cl, Cl, [Na+], C1CCOC1. Yields the product COc1cc(Nc2c(C#N)cnc3cc(-c4csc(C=O)c4)sc23)c(Cl)cc1Cl. RXN SMILES: [C:34](=[O:35])([OH:36])[O-:37].[Cl:1][c:2]1[c:3]([NH:11][c:12]2[c:13]3[c:14]([n:15][cH:16][c:17]2[C:18]#[N:19])[cH:20][c:21](-[c:23]2[cH:24][s:25][c:26]([CH:28]4[O:29][CH2:32][CH2:31][O:30]4)[cH:27]2)[s:22]3)[cH:4][c:5]([O:9][CH3:10])[c:6]([Cl:8])[cH:7]1.[ClH:33].[Na+:38].[O:39]1[CH2:40][CH2:41][CH2:42][CH2:43]1>>[Cl:1][c:2]1[c:3]([NH:11][c:12]2[c:13]3[c:14]([n:15][cH:16][c:17]2[C:18]#[N:19])[cH:20][c:21](-[c:23]2[cH:24][s:25][c:26]([CH:28]=[O:29])[cH:27]2)[s:22]3)[cH:4][c:5]([O:9][CH3:10])[c:6]([Cl:8])[cH:7]1.